This data is from the Open Reaction Database (ORD), a public repository of structured organic reaction records. The task is: describe an organic reaction: reactants, conditions, products, and yield The product is C(#N)CC(=O)C1=CC2=C(N=C(S2)NC(=O)NCC)C=C1 (1-(6-(2-Cyanoacetyl)-2-benzothiazolyl)-3-ethylurea). Conditions: temperature 0 celsius, time 0.5 hour. Reported procedure: A solution of 1-(6-ethoxycarbonyl-2-benzothiazolyl)-3-ethylurea (1.20 g, 4.09 mmol) in 5 mL of anhydrous DMF was treated with 2 mL of acetonitrile, cooled down to about 0° C., followed by treatment with 1 M LiHMDS in THF (13.1 mL, 13.1 mmol, 3.2 eq). It was stirred at the temperature for about 0.5 hour, then warmed up to room temperature, and stirred for another 4 hours. More LiHMDS (4 mL, 4.0 mmol, 1.0 eq) was added after the first hour. The mixture was quenched with MeOH and water, concentrate... Starting materials: C1CCOC1 (THF), [Li+].C[Si](C)(C)[N-][Si](C)(C)C (LiHMDS), C(C)OC(=O)C1=CC2=C(N=C(S2)NC(=O)NCC)C=C1 (1-(6-ethoxycarbonyl-2-benzothiazolyl)-3-ethylurea), C(C)#N (acetonitrile), [Li+].C[Si](C)(C)[N-][Si](C)(C)C (LiHMDS). Run in CN(C)C=O (DMF). As a reaction SMILES: C(O[C:4]([C:6]1[CH:20]=[CH:19][C:9]2[N:10]=[C:11]([NH:13][C:14]([NH:16][CH2:17][CH3:18])=[O:15])[S:12][C:8]=2[CH:7]=1)=[O:5])C.[C:21](#[N:23])[CH3:22].[Li+].C[Si]([N-][Si](C)(C)C)(C)C.C1COCC1>CN(C=O)C>[C:21]([CH2:22][C:4]([C:6]1[CH:20]=[CH:19][C:9]2[N:10]=[C:11]([NH:13][C:14]([NH:16][CH2:17][CH3:18])=[O:15])[S:12][C:8]=2[CH:7]=1)=[O:5])#[N:23] |f:2.3|. The yield is 54.0%. Reactants: C(CCC)[Li] (n-butyllithium), solution, C(C)(C)C=1C=C(C=CC1OC)Br (3-isopropyl-4-methoxybromobenzene), C(C)(C)OB(OC(C)C)OC(C)C (triisopropylborate). The solvent is hexanes. Conditions: temperature -78 celsius, time 30 minute. The product is C(C)(C)C=1C=C(C=CC1OC)B(O)O (3-Isopropyl-4-methoxybenzene boronic acid). RXN SMILES: [CH:1]([C:4]1[CH:5]=[C:6](Br)[CH:7]=[CH:8][C:9]=1[O:10][CH3:11])([CH3:3])[CH3:2].C([Li])CCC.C([O:21][B:22](OC(C)C)[O:23]C(C)C)(C)C>>[CH:1]([C:4]1[CH:5]=[C:6]([B:22]([OH:23])[OH:21])[CH:7]=[CH:8][C:9]=1[O:10][CH3:11])([CH3:3])[CH3:2]. Procedure: To a cooled (−78° C.), stirred solution of 3-isopropyl-4-methoxybromobenzene (2.5 g) was added n-butyllithium (4.8 mL of a 2.5 M solution in hexanes) dropwise. After 30 min, triisopropylborate (5 mL) was added and the reaction solution was allowed to warm to RT and then stirred for 18 h. The reaction solution was concentrated in vacuo, saturated aqueous sodium bicarbonate was added and the resulting mixture was stirred for 30 min. The reaction was extracted with ethyl acetate. The organic layer ... Reactants: ClC1=C([C@H]2[C@H]([C@H]2C1)CCC1=CC=CC=C1)C=O ((1S,5R,6S)-3-chloro-6-phenethylbicyclo[3.1.0]hex-2-ene-2-carbaldehyde), C(C)OC(=O)C=P(C1=CC=CC=C1)(C1=CC=CC=C1)C1=CC=CC=C1 (ethoxycarbonylmethylene triphenylphosphorane). Yields the product ClC1=C([C@H]2[C@H]([C@H]2C1)CCC1=CC=CC=C1)/C=C/C(=O)OCC ((E)-ethyl 3-((1S,5R,6S)-3-chloro-6-phenethylbicyclo[3.1.0]hex-2-en-2-yl)acrylate). Reaction SMILES: [Cl:1][C:2]1[CH2:7][C@H:6]2[C@H:4]([C@H:5]2[CH2:8][CH2:9][C:10]2[CH:15]=[CH:14][CH:13]=[CH:12][CH:11]=2)[C:3]=1[CH:16]=O.[CH2:18]([O:20][C:21]([CH:23]=P(C1C=CC=CC=1)(C1C=CC=CC=1)C1C=CC=CC=1)=[O:22])[CH3:19]>>[Cl:1][C:2]1[CH2:7][C@H:6]2[C@H:4]([C@H:5]2[CH2:8][CH2:9][C:10]2[CH:11]=[CH:12][CH:13]=[CH:14][CH:15]=2)[C:3]=1/[CH:16]=[CH:23]/[C:21]([O:20][CH2:18][CH3:19])=[O:22]. Procedure details: ±(1S,5R,6S)-3-chloro-6-phenethylbicyclo[3.1.0]hex-2-ene-2-carbaldehyde (11 mmol crude weight) was olefinated with ethoxycarbonylmethylene triphenylphosphorane (4.6 g, 13.2 mmol) according to General Procedure 1.1.B to afford the title compound. The material was purified by chromatography, eluting with heptane-EtOAc, gradient 0 to 10% EtOAc. 2.2 g. 1H NMR (400 MHz, CHLOROFORM-d) δ ppm 1.08-1.19 (m, 1H), 1.23-1.31 (m, 1H), 1.30-1.37 (m, 3H), 1.39-1.51 (m, 1H), 1.59-1.68 (m, 1H), 2.14 (td, J=7.25, ... The reactants are three, CC([O-])CC.CC([O-])CC.CC([O-])CC.[Al+3] (aluminum tri(sec-butoxide)), C1(CCCCC1)O (cyclohexanol), CC=1C=CC=2C=C3C=C4C(C5=CC(=CC=C5C=C4C=C3C(C2C1)=O)C)=O (3,10-Dimethylpentacene-5,12-dione), Cl (HCl), Cl (HCl). Reported procedure: To a 500 mL three necked round bottom flask with a thermometer, and a distillation head was added 32.76 grams of aluminum tri(sec-butoxide) and 200 mLs of cyclohexanol. To this was added 9 grams 3,10-Dimethylpentacene-5,12-dione. The reaction mixture was heated to 145° C. At 140° C., 8.7 grams of a distillate was collected. The reaction mixture was heated at 140° C. for 43 hours and cooled to room temperature. A solid was isolated by centrifugation. The supernate liquid was poured off and the so... Reaction SMILES: CC(CC)[O-].CC(CC)[O-].CC(CC)[O-].[Al+3].C1(O)CCCCC1.[CH3:24][C:25]1[CH:26]=[CH:27][C:28]2[CH:29]=[C:30]3[C:43]([C:44](=O)[C:45]=2[CH:46]=1)=[CH:42][C:41]1[C:32]([C:33](=O)[C:34]2[C:39]([CH:40]=1)=[CH:38][CH:37]=[C:36]([CH3:48])[CH:35]=2)=[CH:31]3.Cl>C1COCC1.CC(C)=O>[CH3:24][C:25]1[CH:26]=[CH:27][C:28]2[C:45](=[CH:44][C:43]3[C:30]([CH:29]=2)=[CH:31][C:32]2[C:41](=[CH:40][C:39]4[C:34]([CH:33]=2)=[CH:35][C:36]([CH3:48])=[CH:37][CH:38]=4)[CH:42]=3)[CH:46]=1 |f:0.1.2.3|. Run at temperature 145 celsius. Run in CC(=O)C (acetone), C1CCOC1 (THF). Yields the product CC1=CC2=CC3=CC4=CC5=CC=C(C=C5C=C4C=C3C=C2C=C1)C (2,9-dimethylpentacene). Starting materials: [BH4-], CO, CC(C)OC(C)C, COc1ccc(C=O)cc1, Cl, CCC(O)CN, [Na+], [Na+], [OH-]. Yields the product CCC(O)CNCc1ccc(OC)cc1. As a reaction SMILES: [BH4-:17].[CH3:27][OH:28].[CH:20]([O:21][CH:22]([CH3:23])[CH3:24])([CH3:25])[CH3:26].[CH:7]([c:8]1[cH:9][cH:10][c:11]([O:14][CH3:15])[cH:12][cH:13]1)=[O:16].[ClH:19].[NH2:1][CH2:2][CH:3]([CH2:4][CH3:5])[OH:6].[Na+:18].[Na+:30].[OH-:29]>>[NH:1]([CH2:2][CH:3]([CH2:4][CH3:5])[OH:6])[CH2:7][c:8]1[cH:9][cH:10][c:11]([O:14][CH3:15])[cH:12][cH:13]1. The reactants are FC(C(=O)O)(F)F (Trifluoroacetic acid), C(C)(C)(C)OC(=O)N1CC(C1)CN(C1COCC1)C (3-{[methyl(tetrahydrofuran-3-yl)amino]methyl}azetidine-1-carboxylic acid tert-butyl ester). Run in ClCCl (dichloromethane). Run at time 1.5 hour. The product is N1CC(C1)CN(C1COCC1)C ((Azetidin-3-ylmethyl)methyl(tetrahydrofuran-3-yl)amine). Isolated yield 86.6%. As a reaction SMILES: FC(F)(F)C(O)=O.C(OC([N:15]1[CH2:18][CH:17]([CH2:19][N:20]([CH3:26])[CH:21]2[CH2:25][CH2:24][O:23][CH2:22]2)[CH2:16]1)=O)(C)(C)C>ClCCl>[NH:15]1[CH2:18][CH:17]([CH2:19][N:20]([CH3:26])[CH:21]2[CH2:25][CH2:24][O:23][CH2:22]2)[CH2:16]1. Procedure details: Trifluoroacetic acid (3 mL) was added to a solution of 3-{[methyl(tetrahydrofuran-3-yl)amino]methyl}azetidine-1-carboxylic acid tert-butyl ester (257 mg, 0.95 mmol) in dichloromethane (12 mL). The resulting reaction mixture was stirred at RT for 1.5 h. The solvents were reduced in vacuo. The resulting residue was loaded onto an Isolute® SCX-2 cartridge (5 g). The cartridge was washed with DCM/MeOH, the desired product was subsequently eluted using a mixture of 2M NH3 in MeOH and DCM to afford (A... The reactants are [H-].[Na+] (sodium hydride), O1CCCC1 (tetrahydrofuran), FC=1C=C2C=C(NC2=CC1)C=O (5-fluoro-1H-indole-2-carbaldehyde), CO (methanol). Reagents/catalysts: [Br-].C(C)[P+](C1=CC=CC=C1)(C1=CC=CC=C1)C1=CC=CC=C1 (ethyltriphenylphosphonium bromide), [C].[Pd] (palladium-carbon). The solvent is C(C)(=O)OCC (ethyl acetate). Yields the product FC=1C=C2C=C(NC2=CC1)CCC (5-fluoro-2-propyl-1H-indole). Yield: 65.0%. Reaction SMILES: [H-].[Na+].[F:3][C:4]1[CH:5]=[C:6]2[C:10](=[CH:11][CH:12]=1)[NH:9][C:8]([CH:13]=O)=[CH:7]2.CO.O1CC[CH2:19][CH2:18]1>[Br-].C([P+](C1C=CC=CC=1)(C1C=CC=CC=1)C1C=CC=CC=1)C.C(OCC)(=O)C.[C].[Pd]>[F:3][C:4]1[CH:5]=[C:6]2[C:10](=[CH:11][CH:12]=1)[NH:9][C:8]([CH2:13][CH2:18][CH3:19])=[CH:7]2 |f:0.1,5.6,8.9|. Procedure details: To a suspension of ethyltriphenylphosphonium bromide (0.86 g, 2.30 mmol) in tetrahydrofuran (20 mL) was added sodium hydride (60% in oil, 80 mg, 1.99 mmol) with stirring at room temperature, and the mixture was stirred at the same temperature for 20 min. To the solution was added 5-fluoro-1H-indole-2-carbaldehyde (0.25 g, 1.53 mmol) synthesized according to the method described in WO99/09025, and the mixture was stirred at 70° C. for 3 hr. After cooling, the reaction mixture was diluted with eth... Product: C[C@@H]1CN(C[C@H](C1)C)C1=C2C(NC(=N1)C)=CC(=N2)C2=CC=CC=C2 (trans-4-(3,5-Dimethylpiperidinyl)-2-methyl-6-phenylpyrrolo[3,2-d]pyrimidine). Reaction SMILES: Cl[C:2]1[N:7]=[C:6]([CH3:8])[NH:5][C:4]2=[CH:9][C:10]([C:12]3[CH:17]=[CH:16][CH:15]=[CH:14][CH:13]=3)=[N:11][C:3]=12.[CH3:18][CH:19]1[CH2:24][CH:23]([CH3:25])[CH2:22][NH:21][CH2:20]1.C([O-])([O-])=O.[K+].[K+].C(Cl)Cl>O>[CH3:18][C@H:19]1[CH2:24][C@H:23]([CH3:25])[CH2:22][N:21]([C:2]2[N:7]=[C:6]([CH3:8])[NH:5][C:4]3=[CH:9][C:10]([C:12]4[CH:17]=[CH:16][CH:15]=[CH:14][CH:13]=4)=[N:11][C:3]=23)[CH2:20]1 |f:2.3.4|. Reported procedure: To a mixture of 4-chloro-2-methyl-6-phenyl-pyrrolo[3,2-d]pyrimidine (Example 1(e)) (83.8 mg, 0.34 mmol) and 3,5-dimethylpiperidine (cis/trans, Aldrich Chemical Company) (250 μL, 1.72 mmol) was added a solution of K2CO3 (0.19 g, 1.36 mmol) in H2O (2.0 mL). This mixture was stirred at 140° C. in a closed-capped Wheaton vial for 2.0 h. After cooling, CH2Cl2 (10 mL) and H2O (10 mL) were added. The organic solution was removed and the aqueous solution washed with CH2Cl2 (10 mL). The combined organic ... The reactants are C(Cl)Cl (CH2Cl2), ClC1=C2C(NC(=N1)C)=CC(=N2)C2=CC=CC=C2 (4-chloro-2-methyl-6-phenyl-pyrrolo[3,2-d]pyrimidine), CC1CNCC(C1)C (3,5-dimethylpiperidine), C(=O)([O-])[O-].[K+].[K+] (K2CO3). Reaction conditions: temperature 140 celsius, time 2 hour. Run in O (H2O), O (H2O). Yield: 49.6%.